From a dataset of the Open Reaction Database (ORD), a public repository of structured organic reaction records. describe an organic reaction: reactants, conditions, products, and yield Starting materials: CN(C)CC#C (1-(N,N-Dimethylamino)prop-2-yne), C(C)(C)NC(C)C (diisopropylamine), C(C)(C)(C)C1=CC=C(C=C1)/C(=C/COC1=CC(=C(OCC(=O)OC)C=C1)C)/C1=CC=C(C=C1)I (methyl (Z)-[4-[3-(4-tert-butylphenyl)-3-(4-iodophenyl)allyloxy]-2-methylphenoxy]acetate). Reagents/catalysts: [Cu]I (copper(I) iodide), Cl[Pd]([P](C1=CC=CC=C1)(C2=CC=CC=C2)C3=CC=CC=C3)([P](C4=CC=CC=C4)(C5=CC=CC=C5)C6=CC=CC=C6)Cl (bis(triphenylphosphine)palladium(II) dichloride). Solvent: O1CCCC1 (tetrahydrofuran). Product: C(C)(C)(C)C1=CC=C(C=C1)/C(=C/COC1=CC(=C(OCC(=O)OC)C=C1)C)/C1=CC=C(C=C1)C#CCN(C)C (methyl (Z)-[4-[3-(4-tert-butyl phenyl)-3-[4-[3-(N,N-dimethylamino)propynyl]phenyl]allyloxy]-2-methylphenoxy]acetate). RXN SMILES: [CH3:1][N:2]([CH2:4][C:5]#[CH:6])[CH3:3].C(NC(C)C)(C)C.[C:14]([C:18]1[CH:23]=[CH:22][C:21](/[C:24](/[C:41]2[CH:46]=[CH:45][C:44](I)=[CH:43][CH:42]=2)=[CH:25]/[CH2:26][O:27][C:28]2[CH:39]=[CH:38][C:31]([O:32][CH2:33][C:34]([O:36][CH3:37])=[O:35])=[C:30]([CH3:40])[CH:29]=2)=[CH:20][CH:19]=1)([CH3:17])([CH3:16])[CH3:15]>O1CCCC1.[Cu]I.Cl[Pd](Cl)([P](C1C=CC=CC=1)(C1C=CC=CC=1)C1C=CC=CC=1)[P](C1C=CC=CC=1)(C1C=CC=CC=1)C1C=CC=CC=1>[C:14]([C:18]1[CH:19]=[CH:20][C:21](/[C:24](/[C:41]2[CH:46]=[CH:45][C:44]([C:6]#[C:5][CH2:4][N:2]([CH3:3])[CH3:1])=[CH:43][CH:42]=2)=[CH:25]/[CH2:26][O:27][C:28]2[CH:39]=[CH:38][C:31]([O:32][CH2:33][C:34]([O:36][CH3:37])=[O:35])=[C:30]([CH3:40])[CH:29]=2)=[CH:22][CH:23]=1)([CH3:17])([CH3:15])[CH3:16] |^1:57,76|. Reported procedure: 1-(N,N-Dimethylamino)prop-2-yne (0.131 mL, 1.23 mmol) and diisopropylamine (0.40 mL, 2.85 mmol) were added to a solution of the methyl (Z)-[4-[3-(4-tert-butylphenyl)-3-(4-iodophenyl)allyloxy]-2-methylphenoxy]acetate (350 mg, 0.614 mmol; prepared as described in example 30) in tetrahydrofuran (10 mL). The mixture was degassed and copper(I) iodide (10 mg, 0.053 mmol) and bis(triphenylphosphine)palladium(II) dichloride (22 mg, 0.031 mmol) were added. The reaction mixture was stirred at ambient temp... Reactants: C1COCCN1, CCOC(=O)C(C)=C(C)c1ccc(C(C)(C)C)cc1, Cc1ccccc1, Cl, O. The product is CC(C=O)=C(C)c1ccc(C(C)(C)C)cc1. As a reaction SMILES: [CH2:1]1[NH:2][CH2:3][CH2:4][O:5][CH2:6]1.[CH2:7]([O:9][C:10](=[O:8])[C:11](=[C:12]([CH3:13])[c:14]1[cH:15][cH:16][c:17]([C:20]([CH3:21])([CH3:22])[CH3:23])[cH:18][cH:19]1)[CH3:24])[CH3:25].[CH3:28][c:29]1[cH:30][cH:31][cH:32][cH:33][cH:34]1.[ClH:27].[OH2:26]>>[O:9]=[CH:10][C:11](=[C:12]([CH3:13])[c:14]1[cH:15][cH:16][c:17]([C:20]([CH3:21])([CH3:22])[CH3:23])[cH:18][cH:19]1)[CH3:24]. Reactants: FC1=CC=C(C=C1)C=1N=C2N(C=CC(=C2)C2CN(CO2)C)C1C1=NC(=NC=C1)SC (2-(4-Fluorophenyl)-7-(3-methyl-1,3-oxazolidin-5-yl)-3-[2-(methylthio)pyrimidinyl]imidazo[1,2-a]pyridine), [BH4-].[Na+] (sodium borohydride). The solvent is C(C)O (ethanol). Reaction conditions: time 3 hour. The product is FC1=CC=C(C=C1)C=1N=C2N(C=CC(=C2)C(CN(C)C)O)C1C1=NC(=NC=C1)SC ({2-(4-Fluorophenyl)-3-[2-(methylthio)pyrimidin-4-yl]imidazo[1,2-a]pyridin-7-yl}-2-(dimethylamino)ethanol). Yield: 78.0%. RXN SMILES: [F:1][C:2]1[CH:7]=[CH:6][C:5]([C:8]2[N:9]=[C:10]3[CH:15]=[C:14]([CH:16]4[O:20][CH2:19][N:18]([CH3:21])[CH2:17]4)[CH:13]=[CH:12][N:11]3[C:22]=2[C:23]2[CH:28]=[CH:27][N:26]=[C:25]([S:29][CH3:30])[N:24]=2)=[CH:4][CH:3]=1.[BH4-].[Na+]>C(O)C>[F:1][C:2]1[CH:3]=[CH:4][C:5]([C:8]2[N:9]=[C:10]3[CH:15]=[C:14]([CH:16]([OH:20])[CH2:17][N:18]([CH3:21])[CH3:19])[CH:13]=[CH:12][N:11]3[C:22]=2[C:23]2[CH:28]=[CH:27][N:26]=[C:25]([S:29][CH3:30])[N:24]=2)=[CH:6][CH:7]=1 |f:1.2|. Reported procedure: A 100 mL round bottom flask was charged with oxazolidine 41 (1.65 g, 3.91 mmol), ethanol (50 mL), and sodium borohydride (450 mg, 11.9 mmol), and stirred at room temperature for 3 hours. The reaction was then quenched with 16 mL of a 20% NH4Cl aqueous solution and concentrated under reduced pressure, then diluted with water and neutralized with an aqueous solution of potassium carbonate. The solution was then extracted with methylene chloride (3×50 mL). The organic extracts were then pooled, dri... The reactants are CN(C(=O)c1cn2c(nc3ccc(CCl)cc32)s1)C1CCCCC1, Cl, [K+], [K+], [N-]=[N+]=[N-], [Na+], O=C([O-])[O-], CN(C)C=O, O. Yields the product CN(C(=O)c1cn2c(nc3ccc(CN=[N+]=[N-])cc32)s1)C1CCCCC1. RXN SMILES: [Cl:17][CH2:18][c:19]1[cH:20][cH:21][c:22]2[c:23]([n:24]3[c:25]([n:26]2)[s:27][c:28]([C:30](=[O:31])[N:32]([CH3:33])[CH:34]2[CH2:35][CH2:36][CH2:37][CH2:38][CH2:39]2)[cH:29]3)[cH:40]1.[ClH:16].[K+:5].[K+:6].[N-:1]=[N+:2]=[N-:3].[Na+:4].[O-:7][C:8]([O-:9])=[O:10].[O:11]=[CH:12][N:13]([CH3:14])[CH3:15].[OH2:41]>>[N:1](=[N+:2]=[N-:3])[CH2:18][c:19]1[cH:20][cH:21][c:22]2[c:23]([n:24]3[c:25]([n:26]2)[s:27][c:28]([C:30](=[O:31])[N:32]([CH3:33])[CH:34]2[CH2:35][CH2:36][CH2:37][CH2:38][CH2:39]2)[cH:29]3)[cH:40]1. The reactants are C1(CC1)C(=O)NC1=NN2C(C(=CC=C2)C2=CC=C(CN3[C@@H](CN(CC3)C(=O)OC(C)(C)C)C)C=C2)=C1 ((R)-tert-Butyl 4-(4-(2-(cyclopropanecarboxamido)pyrazolo[1,5-a]pyridin-4-yl)benzyl)-3-methylpiperazine-1-carboxylate), C(=O)(C(F)(F)F)O (TFA). Run in C(Cl)Cl (DCM). The product is C[C@H]1N(CCNC1)CC1=CC=C(C=C1)C=1C=2N(C=CC1)N=C(C2)NC(=O)C2CC2 ((R)—N-(4-(4-((2-methylpiperazin-1-yl)methyl)phenyl)pyrazolo[1,5-a]pyridin-2-yl)cyclopropanecarboxamide). Reaction SMILES: [CH:1]1([C:4]([NH:6][C:7]2[CH:36]=[C:10]3[C:11]([C:15]4[CH:35]=[CH:34][C:18]([CH2:19][N:20]5[CH2:25][CH2:24][N:23](C(OC(C)(C)C)=O)[CH2:22][C@H:21]5[CH3:33])=[CH:17][CH:16]=4)=[CH:12][CH:13]=[CH:14][N:9]3[N:8]=2)=[O:5])[CH2:3][CH2:2]1.C(O)(C(F)(F)F)=O>C(Cl)Cl>[CH3:33][C@@H:21]1[CH2:22][NH:23][CH2:24][CH2:25][N:20]1[CH2:19][C:18]1[CH:17]=[CH:16][C:15]([C:11]2[C:10]3[N:9]([N:8]=[C:7]([NH:6][C:4]([CH:1]4[CH2:3][CH2:2]4)=[O:5])[CH:36]=3)[CH:14]=[CH:13][CH:12]=2)=[CH:35][CH:34]=1. Reported procedure: (R)-tert-Butyl 4-(4-(2-(cyclopropanecarboxamido)pyrazolo[1,5-a]pyridin-4-yl)benzyl)-3-methylpiperazine-1-carboxylate (162 mg, 0.33 mmol) was stirred in DCM (2 mL) and TFA (0.3 mL) at room temperature for 2 h. The reaction mixture was concentrated in vacuo and loaded onto an SCX column in DCM. MeOH (20 mL) was passed through the column and the compound was eluted with (7 N NH3 in MeOH in MeOH) (1:5) (50 mL). The filtrate was concentrated in vacuo to give (R)—N-(4-(4-((2-methylpiperazin-1-yl)methy... The reactants are CC(C)(C)OC(=O)N1CC2CNCC2C1, CC(=O)O[BH-](OC(C)=O)OC(C)=O, O=Cc1nc2nc(Cl)nc(N3CCOCC3)c2s1, ClCCCl, [Na+]. Product: CC(C)(C)OC(=O)N1CC2CN(Cc3nc4nc(Cl)nc(N5CCOCC5)c4s3)CC2C1. Reaction SMILES: [C:19]([CH3:20])([CH3:21])([CH3:22])[O:23][C:24](=[O:25])[N:26]1[CH2:27][CH:28]2[CH2:29][NH:30][CH2:31][CH:32]2[CH2:33]1.[C:34]([O:35][BH-:36]([O:37][C:38](=[O:39])[CH3:40])[O:41][C:42](=[O:43])[CH3:44])(=[O:45])[CH3:46].[Cl:1][c:2]1[n:3][c:4]([N:13]2[CH2:14][CH2:15][O:16][CH2:17][CH2:18]2)[c:5]2[c:6]([n:7]1)[n:8][c:9]([CH:11]=[O:12])[s:10]2.[Cl:48][CH2:49][CH2:50][Cl:51].[Na+:47]>>[Cl:1][c:2]1[n:3][c:4]([N:13]2[CH2:14][CH2:15][O:16][CH2:17][CH2:18]2)[c:5]2[c:6]([n:7]1)[n:8][c:9]([CH2:11][N:30]1[CH2:29][CH:28]3[CH2:27][N:26]([C:24]([O:23][C:19]([CH3:20])([CH3:21])[CH3:22])=[O:25])[CH2:33][CH:32]3[CH2:31]1)[s:10]2. Starting materials: C(C)(C)(C)[Li] (tert-butyllithium), BrC1=CC=C(C=C1)N1CCC(CC1)C1=CC=CC=C1 (1-(4-bromo-phenyl)-4-phenyl-piperidine), ClC1=C(C=C(C(=O)N(C)OC)C=C1)S(N)(=O)=O (4-chloro-N-methoxy-N-methyl-3-sulfamoyl-benzamide). Run in O1CCCC1 (tetrahydrofuran), O1CCCC1 (tetrahydrofuran). Run at temperature 0 celsius, time 1.5 hour. Product: ClC1=C(C=C(C=C1)C(C1=CC=C(C=C1)N1CCC(CC1)C1=CC=CC=C1)=O)S(=O)(=O)N (2-chloro-5-[4-(4-phenyl-piperidin-1-yl)-benzoyl]-benzenesulfonamide). RXN SMILES: Br[C:2]1[CH:7]=[CH:6][C:5]([N:8]2[CH2:13][CH2:12][CH:11]([C:14]3[CH:19]=[CH:18][CH:17]=[CH:16][CH:15]=3)[CH2:10][CH2:9]2)=[CH:4][CH:3]=1.C([Li])(C)(C)C.[Cl:25][C:26]1[CH:37]=[CH:36][C:29]([C:30](N(OC)C)=[O:31])=[CH:28][C:27]=1[S:38](=[O:41])(=[O:40])[NH2:39]>O1CCCC1>[Cl:25][C:26]1[CH:37]=[CH:36][C:29]([C:30](=[O:31])[C:2]2[CH:7]=[CH:6][C:5]([N:8]3[CH2:13][CH2:12][CH:11]([C:14]4[CH:19]=[CH:18][CH:17]=[CH:16][CH:15]=4)[CH2:10][CH2:9]3)=[CH:4][CH:3]=2)=[CH:28][C:27]=1[S:38]([NH2:39])(=[O:41])=[O:40]. Procedure details: A solution of 0.227 g of 1-(4-bromo-phenyl)-4-phenyl-piperidine in tetrahydrofuran (5 mL) is cooled to −78° C. and treated with 2 portions of 0.29 mL each of tert-butyllithium (1.5 M in pentane). After 20 min at −78° C. the reaction mixture is treated with 0.1 g of 4-chloro-N-methoxy-N-methyl-3-sulfamoyl-benzamide in tetrahydrofuran (5 mL) and stirred for another 1.5 h. The temperature is then increased slowly to 0° C. and after completion the reaction is quenched by addition of 2 mL of saturate...